This data is from the Open Reaction Database (ORD), a public repository of structured organic reaction records. The task is: describe an organic reaction: reactants, conditions, products, and yield Reactants: N([C@@H](C)C(=O)N[C@@H](CCCCN)C(=O)O)C(=O)OC(C)(C)C (Boc-Ala-Lys-OH), ( 21 ), C=1C=CC2=C(C1)N=NN2O (HOBt), C1CCC(CC1)N=C=NC2CCCCC2 (DCC), FC1=NC(=C(C(=C1F)C#CC1=CC=C(N)C=C1)F)F (4-((perfluoropyridin-4-yl)ethynyl)aniline), C(C)OC(C)=O (ethylacetate). Run in C(Cl)Cl (CH2Cl2). Conditions: time 15 minute. Product: C(C)(C)(C)OC(NCCCCC(C(NC1=CC=C(C=C1)C#CC1=C(C(=NC(=C1F)F)F)F)=O)NC(C(C)NC(=O)OC(C)(C)C)=O)=O ((5-(2-tert-Butoxycarbonylamino-propionylamino)-5-[4-(2,3,5,6-tetrafluoro-pyridin-4-ylethynyl)-phenylcarbamoyl]-pentyl}-carbamic acid tert-butyl ester). Yield: 52.0%. As a reaction SMILES: [NH:1]([C:16]([O:18][C:19]([CH3:22])([CH3:21])[CH3:20])=[O:17])[C@H:2]([C:4]([NH:6][C@H:7]([C:13]([OH:15])=O)[CH2:8][CH2:9][CH2:10][CH2:11][NH2:12])=[O:5])[CH3:3].C1C=C[C:26]2N(O)N=N[C:27]=2[CH:28]=1.[CH2:33]1CCC(N=C=NC2CCCCC2)CC1.[F:48][C:49]1[C:54]([F:55])=[C:53]([C:56]#[C:57][C:58]2[CH:64]=[CH:63][C:61]([NH2:62])=[CH:60][CH:59]=2)[C:52]([F:65])=[C:51]([F:66])[N:50]=1.C([O:69][C:70](=[O:72])C)C>C(Cl)Cl>[C:27]([O:72][C:70](=[O:69])[NH:12][CH2:11][CH2:10][CH2:9][CH2:8][CH:7]([NH:6][C:4](=[O:5])[CH:2]([NH:1][C:16]([O:18][C:19]([CH3:22])([CH3:21])[CH3:20])=[O:17])[CH3:3])[C:13](=[O:15])[NH:62][C:61]1[CH:63]=[CH:64][C:58]([C:57]#[C:56][C:53]2[C:52]([F:65])=[C:51]([F:66])[N:50]=[C:49]([F:48])[C:54]=2[F:55])=[CH:59][CH:60]=1)([CH3:26])([CH3:28])[CH3:33]. Procedure: To a solution of acid Boc-Ala-Lys-OH, (21) (207 mg, 0.5 mmol) in CH2Cl2 (5 mL) at 0° C., was sequentially treated with HOBt (101 mg, 0.75 mmol) and DCC (154 mg, 0.75 mmol). After 15 min., 4-((perfluoropyridin-4-yl)ethynyl)aniline (7) (154 mg, 0.08 mmol) was added to the reaction mixture. After stirring for 1 days at room temperature, the reaction mixture was diluted with ethylacetate, washed with saturated NH4Cl solution, saturated NaHCO3, 1 N HCl, water, brine, dried (Na2SO4), filtered and conc...